This data is from the Open Reaction Database (ORD), a public repository of structured organic reaction records. The task is: describe an organic reaction: reactants, conditions, products, and yield Reactants: C(C)(C)(C)OC(=O)N1CCN(CC1)C1=CC=C(C=C1)C=1N=C2C(=NC1)NC=C2C(C(C)(C)C)=O (4-{-4-[7-(2,2-Dimethyl-propionyl)-5H-pyrrolo[2,3-b]pyrazin-2-yl]-phenyl}-piperazine-1-carboxylic acid tert-butyl ester), C(C)(C)(C)OC(=O)N1CCN(CC1)C1=CC(=CC=C1)C=1N=C2C(=NC1)NC=C2C(C(C)(C)C)=O (4-{3-[7-(2,2-Dimethyl-propionyl)-5H-pyrrolo[2,3-b]pyrazin-2-yl]-phenyl}-piperazine-1-carboxylic acid tert-butyl ester), C(C)(=O)OC(C)=O.CN(C)C=O (acetic anhydride DMF), C(C)(=O)N1CCN(CC1)C=1C=C(C=CC1)C=1N=C2C(=NC1)NC=C2C(C(C)(C)C)=O (1-{2-[3-(4-Acetyl-piperazin-1-yl)-phenyl]-5H-pyrrolo[2,3-b]pyrazin-7-yl}-2,2-dimethyl-propan-1-one). The product is COC=1C=C(C=C(C1OC)OC)C=1N=C2C(=NC1)NC=C2 (2-(3,4,5-trimethoxy-phenyl)-5H-pyrrolo[2,3-b]pyrazine). RXN SMILES: C(N1CCN([C:10]2[CH:11]=[C:12]([C:16]3[N:17]=[C:18]4[C:24](C(=O)C(C)(C)C)=[CH:23][NH:22][C:19]4=[N:20][CH:21]=3)[CH:13]=[CH:14][CH:15]=2)CC1)(=O)C.[C:31]([O:35]C(N1CCN(C2C=CC(C3N=C4C(C(=O)C(C)(C)C)=CNC4=NC=3)=CC=2)CC1)=O)(C)(C)C.[C:65]([O:69]C(N1CCN(C2C=CC=C(C3N=C4C(C(=O)C(C)(C)C)=CNC4=NC=3)C=2)CC1)=O)(C)(C)C.[C:99](OC(=O)C)(=[O:101])C.CN(C=O)C>>[CH3:31][O:35][C:14]1[CH:13]=[C:12]([C:16]2[N:17]=[C:18]3[CH:24]=[CH:23][NH:22][C:19]3=[N:20][CH:21]=2)[CH:11]=[C:10]([O:101][CH3:99])[C:15]=1[O:69][CH3:65] |f:3.4|. Procedure details: 1-{2-[3-(4-Acetyl-piperazin-1-yl)-phenyl]-5H-pyrrolo[2,3-b]pyrazin-7-yl}-2,2-dimethyl-propan-1-one, MP=238.0-239.0, (M+H)+=406, (prepared, respectively, from 4-{-4-[7-(2,2-Dimethyl-propionyl)-5H-pyrrolo[2,3-b]pyrazin-2-yl]-phenyl}-piperazine-1-carboxylic acid tert-butyl ester or 4-{3-[7-(2,2-Dimethyl-propionyl)-5H-pyrrolo[2,3-b]pyrazin-2-yl]-phenyl}-piperazine-1-carboxylic acid tert-butyl ester by reaction with acetic anhydride/DMF at 0° C.); and Starting materials: CCCCCCOc1cnc(-c2ccc(O)cc2)nc1, FC(COCCCCl)COCC(F)(F)OC(F)(F)C(F)(F)OC(F)(F)C(F)(F)C(F)(F)C(F)(F)F. Yields the product CCCCCCOc1cnc(-c2ccc(OCCCOCC(F)COCC(F)(F)OC(F)(F)C(F)(F)OC(F)(F)C(F)(F)C(F)(F)C(F)(F)F)cc2)nc1. RXN SMILES: [CH2:36]([CH2:37][CH2:38][CH2:39][CH2:40][CH3:41])[O:42][c:43]1[cH:44][n:45][c:46](-[c:49]2[cH:50][cH:51][c:52]([OH:55])[cH:53][cH:54]2)[n:47][cH:48]1.[F:1][C:2]([C:3]([C:4]([O:5][C:6]([C:7]([O:8][C:9]([CH2:10][O:11][CH2:12][CH:13]([CH2:14][O:15][CH2:16][CH2:17][CH2:18][Cl:19])[F:20])([F:21])[F:22])([F:23])[F:24])([F:25])[F:26])([F:27])[F:28])([F:29])[F:30])([C:31]([F:32])([F:33])[F:34])[F:35]>>[F:1][C:2]([C:3]([C:4]([O:5][C:6]([C:7]([O:8][C:9]([CH2:10][O:11][CH2:12][CH:13]([CH2:14][O:15][CH2:16][CH2:17][CH2:18][O:55][c:52]1[cH:51][cH:50][c:49](-[c:46]2[n:45][cH:44][c:43]([O:42][CH2:36][CH2:37][CH2:38][CH2:39][CH2:40][CH3:41])[cH:48][n:47]2)[cH:54][cH:53]1)[F:20])([F:21])[F:22])([F:23])[F:24])([F:25])[F:26])([F:27])[F:28])([F:29])[F:30])([C:31]([F:32])([F:33])[F:34])[F:35]. Solvent: C(C)(C)O (isopropanol). Starting materials: CSC1=CC=C(C=C1)C(C(CC(=O)O)C)=O (4-(4-methylthio-phenyl)-4-oxo-3-methyl-butyric acid), O.NN (hydrazine hydrate). Reported procedure: 2.3 g (0.01 mole) of 4-(4-methylthio-phenyl)-4-oxo-3-methyl-butyric acid and 1 ml of hydrazine hydrate are heated under reflux in 20 ml of isopropanol for 2 hour. After the mixture has been cooled, the product is filtered off with suction and dried. Product: CSC1=CC=C(C=C1)C=1C(CC(NN1)=O)C (6-(4-Methylthio-phenyl)-5-methyl-4,5-dihydro-3(2H)-pyridazinone). RXN SMILES: [CH3:1][S:2][C:3]1[CH:8]=[CH:7][C:6]([C:9](=O)[CH:10]([CH3:15])[CH2:11][C:12](O)=[O:13])=[CH:5][CH:4]=1.O.[NH2:18][NH2:19]>C(O)(C)C>[CH3:1][S:2][C:3]1[CH:8]=[CH:7][C:6]([C:9]2[CH:10]([CH3:15])[CH2:11][C:12](=[O:13])[NH:18][N:19]=2)=[CH:5][CH:4]=1 |f:1.2|. The reactants are [Br-], BrCc1ccccc1, CCCCCCCOC1CCC(=O)N1, CCCC[N+](CCCC)(CCCC)CCCC, [K+], C1CCOC1, [OH-]. Product: CCCCCCCOC1CCC(=O)N1Cc1ccccc1. As a reaction SMILES: [Br-:25].[Br:17][CH2:18][c:19]1[cH:20][cH:21][cH:22][cH:23][cH:24]1.[CH2:1]([CH2:2][CH2:3][CH2:4][CH2:5][CH2:6][CH3:7])[O:8][CH:9]1[CH2:10][CH2:11][C:12](=[O:14])[NH:13]1.[CH2:26]([N+:27]([CH2:28][CH2:29][CH2:30][CH3:31])([CH2:32][CH2:33][CH2:34][CH3:35])[CH2:36][CH2:37][CH2:38][CH3:39])[CH2:40][CH2:41][CH3:42].[K+:16].[O:43]1[CH2:44][CH2:45][CH2:46][CH2:47]1.[OH-:15]>>[CH2:1]([CH2:2][CH2:3][CH2:4][CH2:5][CH2:6][CH3:7])[O:8][CH:9]1[CH2:10][CH2:11][C:12](=[O:14])[N:13]1[CH2:18][c:19]1[cH:20][cH:21][cH:22][cH:23][cH:24]1. Reactants: C(C)(C)(C)OC(CN(CC(=O)OC(C)(C)C)C1=C(C=C(C=C1)C1(C2=CC(=C(C=C2OC=2C=C(C(=CC12)F)OCOCCOC)OCOCCOC)F)O)OCC1=CC=CC=C1)=O (({2-Benzyloxy-4-[2,7-difluoro-9-hydroxy-3,6-bis-(2-methoxyethoxymethoxy)-9H xanthen-9-yl]-phenyl}-tert-butoxycarbonylmethyl-amino)-acetic acid tert-butyl ester). Reagents/catalysts: [Pd] (Pd/C). Run in C(C)O (ethanol), CCOC(=O)C (EtOAc). Conditions: time 8 hour. The product is C(C)(C)(C)OC(CN(C1=C(C=C(C=C1)C1(C2=CC(=C(C=C2OC=2C=C(C(=CC12)F)OCOCCOC)OCOCCOC)F)O)O)CC(=O)OC(C)(C)C)=O ((tert-Butoxycarbonylmethyl-{4-[2,7-difluoro-9-hydroxy-3,6-bis-(2-methoxyethoxymethoxy)-9H-xanthen-9-yl]-2-hydroxy-phenyl}-amino)-acetic acid tert-butyl ester). The yield is 78.4%. RXN SMILES: [C:1]([O:5][C:6](=[O:62])[CH2:7][N:8]([C:17]1[CH:22]=[CH:21][C:20]([C:23]2([OH:53])[C:36]3[CH:35]=[C:34]([F:37])[C:33]([O:38][CH2:39][O:40][CH2:41][CH2:42][O:43][CH3:44])=[CH:32][C:31]=3[O:30][C:29]3[C:24]2=[CH:25][C:26]([F:52])=[C:27]([O:45][CH2:46][O:47][CH2:48][CH2:49][O:50][CH3:51])[CH:28]=3)=[CH:19][C:18]=1[O:54]CC1C=CC=CC=1)[CH2:9][C:10]([O:12][C:13]([CH3:16])([CH3:15])[CH3:14])=[O:11])([CH3:4])([CH3:3])[CH3:2]>C(O)C.CCOC(C)=O.[Pd]>[C:13]([O:12][C:10](=[O:11])[CH2:9][N:8]([CH2:7][C:6]([O:5][C:1]([CH3:4])([CH3:3])[CH3:2])=[O:62])[C:17]1[CH:22]=[CH:21][C:20]([C:23]2([OH:53])[C:36]3[CH:35]=[C:34]([F:37])[C:33]([O:38][CH2:39][O:40][CH2:41][CH2:42][O:43][CH3:44])=[CH:32][C:31]=3[O:30][C:29]3[C:24]2=[CH:25][C:26]([F:52])=[C:27]([O:45][CH2:46][O:47][CH2:48][CH2:49][O:50][CH3:51])[CH:28]=3)=[CH:19][C:18]=1[OH:54])([CH3:16])([CH3:15])[CH3:14]. Procedure details: To a solution of 14 (956 mg, 1.1 mmol) in 95% ethanol (25 mL) and EtOAc (25 mL) was added 10% Pd/C (130 mg). The resulting mixture was stirred at room temperature overnight under H2 (1 atm). The catalyst was then removed by filtration and, after evaporation to dryness, the crude product was purified by flash column chromatography, eluting with 40% EtOAc in hexane (with 0.1% Et3N) to yield 671 mg (78%) of 15 as a light yellow oil. Rf=0.3 (in 40% EtOAc/hexane); 1H NMR (300 MHz, CDCl3) δ 8.1 (s, 1H... As a reaction SMILES: [Cl:1][C:2]1[C:11]2[C:6](=[C:7]([CH3:12])[CH:8]=[CH:9][CH:10]=2)[C:5]([C:13]([OH:15])=O)=[CH:4][N:3]=1.[CH:16]12[CH2:22][CH:20]([O:21]1)[CH2:19][NH:18][CH2:17]2>>[CH:20]12[CH2:22][CH:16]([O:21]1)[CH2:17][N:18]([C:13]([C:5]1[C:6]3[C:11](=[CH:10][CH:9]=[CH:8][C:7]=3[CH3:12])[C:2]([Cl:1])=[N:3][CH:4]=1)=[O:15])[CH2:19]2. Procedure: The title compound was prepared by using 1-chloro-5-methylisoquinolin-4-carboxylic acid (Intermediate-10) and 6-oxa-3-azabicyclo[3.1.1]heptane by following the similar procedure as described for intermediate-11a. Product: C12CN(CC(O1)C2)C(=O)C2=CN=C(C1=CC=CC(=C21)C)Cl (6-Oxa-3-azabicyclo[3.1.1]heptan-3-yl(1-chloro-5-methylisoquinolin-4-yl)methanone). Reactants: ClC1=NC=C(C2=C(C=CC=C12)C)C(=O)O (1-chloro-5-methylisoquinolin-4-carboxylic acid), C12CNCC(O1)C2 (6-oxa-3-azabicyclo[3.1.1]heptane). Reactants: ClC=1C=C(C=CC1)C1=C(C2=C(N(C(N(C2=O)CCCOC2OCCCC2)=O)C)S1)C(O)C1=CC=C(C=C1)Cl (6-(3-chlorophenyl)-5-((4-chlorophenyl)(hydroxy)methyl)-1-methyl-3-(3-((tetra hydro-2H-pyran-2-yl)oxy)propyl)thieno[2,3-d]pyrimidine-2,4(1H,3H)-dione), ClC=1C=C(C=CC1)C1=C(C2=C(N(C(N(C2=O)CCCOC2OCCCC2)=O)C)S1)C(O)C1=CC=C(C=C1)Cl (6-(3-chlorophenyl)-5-((4-chlorophenyl)(hydroxy)methyl)-1-methyl-3-(3-((tetra hydro-2H-pyran-2-yl)oxy)propyl)thieno[2,3-d]pyrimidine-2,4(1H,3H)-dione), C(C)[SiH](CC)CC (triethylsilane), C(=O)(C(F)(F)F)O (TFA). The solvent is C(Cl)Cl (DCM), O (water). Run at time 2 hour. Yields the product FC(C(=O)OCCCN1C(N(C2=C(C1=O)C(=C(S2)C2=CC(=CC=C2)Cl)CC2=CC=C(C=C2)Cl)C)=O)(F)F (3-(5-(4-chlorobenzyl)-6-(3-chlorophenyl)-1-methyl-2,4-dioxo-1,2-dihydro thieno[2,3-d]pyrimidin-3(4H)-yl)propyl 2,2,2-trifluoroacetate). Isolated yield 80.5%. RXN SMILES: [Cl:1][C:2]1[CH:3]=[C:4]([C:8]2[S:29][C:11]3[N:12]([CH3:28])[C:13](=[O:27])[N:14]([CH2:17][CH2:18][CH2:19]OC4CCCCO4)[C:15](=[O:16])[C:10]=3[C:9]=2[CH:30]([C:32]2[CH:37]=[CH:36][C:35]([Cl:38])=[CH:34][CH:33]=2)O)[CH:5]=[CH:6][CH:7]=1.C([SiH](CC)CC)C.[C:46]([OH:52])([C:48]([F:51])([F:50])[F:49])=[O:47]>C(Cl)Cl.O>[F:49][C:48]([F:51])([F:50])[C:46]([O:52][CH2:19][CH2:18][CH2:17][N:14]1[C:15](=[O:16])[C:10]2[C:9]([CH2:30][C:32]3[CH:33]=[CH:34][C:35]([Cl:38])=[CH:36][CH:37]=3)=[C:8]([C:4]3[CH:5]=[CH:6][CH:7]=[C:2]([Cl:1])[CH:3]=3)[S:29][C:11]=2[N:12]([CH3:28])[C:13]1=[O:27])=[O:47]. Reported procedure: To a solution of 6-(3-chlorophenyl)-5-((4-chlorophenyl)(hydroxy)methyl)-1-methyl-3-(3-((tetra hydro-2H-pyran-2-yl)oxy)propyl)thieno[2,3-d]pyrimidine-2,4(1H,3H)-dione (See Compound 4, Step 2, 50 mg, 0.078 mmol) in TFA (1 mL) was added triethylsilane (0.5 mL). The reaction was stirred at RT for 2 h then diluted with DCM (5 mL) and water (5 mL). The organic layer was dried over Na2SO4 and concentrated to give 3-(5-(4-chlorobenzyl)-6-(3-chlorophenyl)-1-methyl-2,4-dioxo-1,2-dihydro thieno[2,3-d]pyrim... The reactants are C1(=CC=CC=C1)N1N=NN=C1N1CCNCC1 (1-(1-phenyl-1H-tetrazol-5-yl)piperazine), CCN(C(C)C)C(C)C (Hunig's base), CN(C)C(=[N+](C)C)ON1C2=C(C=CC=C2)N=N1.[B-](F)(F)(F)F (TBTU), BrC=1N=CC(=C2C1NC=C2C(C(=O)O)=O)F (2-(7-bromo-4-fluoro-1H-pyrrolo[2,3-c]pyridin-3-yl)-2-oxoacetic acid). The solvent is CN(C)C=O (DMF). Conditions: time 18 hour. The product is BrC=1N=CC(=C2C1NC=C2C(C(=O)N2CCN(CC2)C2=NN=NN2C2=CC=CC=C2)=O)F (1-(7-bromo-4-fluoro-1H-pyrrolo[2,3-c]pyridin-3-yl)-2-(4-(1-phenyl-1H-tetrazol-5-yl)piperazin-1-yl)ethane-1,2-dione). Yield: 52.4%. As a reaction SMILES: [Br:1][C:2]1[N:3]=[CH:4][C:5]([F:16])=[C:6]2[C:10]([C:11](=[O:15])[C:12]([OH:14])=O)=[CH:9][NH:8][C:7]=12.[C:17]1([N:23]2[C:27]([N:28]3[CH2:33][CH2:32][NH:31][CH2:30][CH2:29]3)=[N:26][N:25]=[N:24]2)[CH:22]=[CH:21][CH:20]=[CH:19][CH:18]=1.CCN(C(C)C)C(C)C.CN(C(ON1N=NC2C=CC=CC1=2)=[N+](C)C)C.[B-](F)(F)(F)F>CN(C=O)C>[Br:1][C:2]1[N:3]=[CH:4][C:5]([F:16])=[C:6]2[C:10]([C:11](=[O:15])[C:12]([N:31]3[CH2:32][CH2:33][N:28]([C:27]4[N:23]([C:17]5[CH:22]=[CH:21][CH:20]=[CH:19][CH:18]=5)[N:24]=[N:25][N:26]=4)[CH2:29][CH2:30]3)=[O:14])=[CH:9][NH:8][C:7]=12 |f:3.4|. Procedure details: 2-(7-bromo-4-fluoro-1H-pyrrolo[2,3-c]pyridin-3-yl)-2-oxoacetic acid (5.0 g, 17.5 mmol) was dissolved in DMF (100 mL) and treated with 1-(1-phenyl-1H-tetrazol-5-yl)piperazine (4.0 g, 17.5 mmol), Hunig's base (9.2 mL, 52.6 mmol) and TBTU (5.6 g, 17.5 mmol) and the reaction mixture was stirred at rt for 18 h. Solvent was removed in vacuum and water was added. A white solid precipitated out and it was collected by filtration and recrystallized twice with MeOH to afford the title compound (4.58 g) as...